Dataset: the Open Reaction Database (ORD), a public repository of structured organic reaction records. Task: describe an organic reaction: reactants, conditions, products, and yield Reactants: epoxides, N (ammonia), CC(=O)C (acetone). The product is OC(COC1=CC=C(C=C1)OCC(CN)O)CN (1,4-bis-(2-hydroxy-3-aminopropoxy)-benzene). As a reaction SMILES: [NH3:1].[CH3:2][C:3]([CH3:5])=[O:4]>>[OH:4][CH:3]([CH2:5][NH2:1])[CH2:2][O:4][C:3]1[CH:5]=[CH:5][C:3]([O:4][CH2:2][CH:3]([OH:4])[CH2:5][NH2:1])=[CH:2][CH:2]=1. Procedure: Japanese Pat. No. 026,341 concerns the reaction of epoxides with aqueous ammonia in acetone solution, to give 1,4-bis-(2-hydroxy-3-aminopropoxy)-benzene, of melting point 128°-132° C. The reactants are FC1=C(C=C(C=C1)F)C1=CC(=CC(=C1)N1C=NC2=C1C=CC(=C2)C=2C=NN(C2)C)N (2′,5′-difluoro-5-(5-(1-methyl-1H-pyrazol-4-yl)-1H-benzo[d]imidazol-1-yl)-[1,1′-biphenyl]-3-amine), C(C)S(=O)(=O)Cl (ethanesulfonyl chloride). The product is FC1=C(C=C(C=C1)F)C1=CC(=CC(=C1)N1C=NC2=C1C=CC(=C2)C=2C=NN(C2)C)NS(=O)(=O)CC (N-(2′,5′-difluoro-5-(5-(1-methyl-1H-pyrazol-4-yl)-1H-benzo[d]imidazol-1-yl)-[1,1′-biphenyl]-3-yl)ethanesulfonamide). Yield: 16.2%. As a reaction SMILES: [F:1][C:2]1[CH:7]=[CH:6][C:5]([F:8])=[CH:4][C:3]=1[C:9]1[CH:14]=[C:13]([N:15]2[C:19]3[CH:20]=[CH:21][C:22]([C:24]4[CH:25]=[N:26][N:27]([CH3:29])[CH:28]=4)=[CH:23][C:18]=3[N:17]=[CH:16]2)[CH:12]=[C:11]([NH2:30])[CH:10]=1.[CH2:31]([S:33](Cl)(=[O:35])=[O:34])[CH3:32]>>[F:1][C:2]1[CH:7]=[CH:6][C:5]([F:8])=[CH:4][C:3]=1[C:9]1[CH:14]=[C:13]([N:15]2[C:19]3[CH:20]=[CH:21][C:22]([C:24]4[CH:25]=[N:26][N:27]([CH3:29])[CH:28]=4)=[CH:23][C:18]=3[N:17]=[CH:16]2)[CH:12]=[C:11]([NH:30][S:33]([CH2:31][CH3:32])(=[O:35])=[O:34])[CH:10]=1. Reported procedure: The compound was prepared from 2′,5′-difluoro-5-(5-(1-methyl-1H-pyrazol-4-yl)-1H-benzo[d]imidazol-1-yl)-[1,1′-biphenyl]-3-amine (70 mg, 0.175 mmol) using the procedure of Example 2(b) and ethanesulfonyl chloride (26 mg, 0.21 mmol, 1.2 eq.) to give the pure product in 16.2% yield (14 mg). NMR (400 MHz, DMSO-D6): δ10.35 (s, 1H), 8.80 (s, 1H), 8.23 (s, 1H), 8.00 (s, 1H), 7.96 (s, 1H), 7.70 (d, 1H), 7.65-7.60 (m, 4H), 7.51 (s, 2H), 7.49-7.39 (m, 1H), 3.88 (s, 3H), 3.30 (q, 2H), 1.26 (t, 3H), LC-MS (... The reactants are ClC=1C=NC=CC1N1C(=CC=C1)C=O (1-(3-chloro-4-pyridinyl)-1H-pyrrole-2-carbaldehyde), BrN1C(CCC1=O)=O (N-bromosuccinimide), O (Water). Solvent: CN(C=O)C (N,N-dimethylformamide). Run at time 10 hour. The product is BrC=1C=C(N(C1)C1=C(C=NC=C1)Cl)C=O (4-bromo-1-(3-chloro-4-pyridinyl)-1H-pyrrole-2-carbaldehyde). The yield is 29.4%. RXN SMILES: [Cl:1][C:2]1[CH:3]=[N:4][CH:5]=[CH:6][C:7]=1[N:8]1[CH:12]=[CH:11][CH:10]=[C:9]1[CH:13]=[O:14].[Br:15]N1C(=O)CCC1=O.O>CN(C)C=O>[Br:15][C:11]1[CH:10]=[C:9]([CH:13]=[O:14])[N:8]([C:7]2[CH:6]=[CH:5][N:4]=[CH:3][C:2]=2[Cl:1])[CH:12]=1. Procedure details: To a solution of 2.95 g of 1-(3-chloro-4-pyridinyl)-1H-pyrrole-2-carbaldehyde in 20 ml of N,N-dimethylformamide was added 2.66 g of N-bromosuccinimide. The resulting mixture was stirred at room temperature for 10 hours. Water was poured into the reaction mixture, and a deposited precipitate was collected by filtration to obtain 1.2 g of 4-bromo-1-(3-chloro-4-pyridinyl)-1H-pyrrole-2-carbaldehyde of the formula: Reactants: BrCC=1N=CC(=NC1)NC(OC(C)(C)C)=O (tert-butyl (5-(bromomethyl)pyrazin-2-yl)carbamate), O.O.C[N+](C)(C)[O-] (trimethylamine N-oxide dihydrate), O (water), C(Cl)(Cl)Cl (chloroform). Run in CS(=O)C (dimethyl sulfoxide), ClCCl (dichloromethane). Run at time 2 hour. The product is C(=O)C=1N=CC(=NC1)NC(OC(C)(C)C)=O (tert-butyl (5-formylpyrazin-2-yl)carbamate). Yield: 75.9%. Reaction SMILES: Br[CH2:2][C:3]1[N:4]=[CH:5][C:6]([NH:9][C:10](=[O:16])[O:11][C:12]([CH3:15])([CH3:14])[CH3:13])=[N:7][CH:8]=1.O.O.C[N+]([O-:23])(C)C.O.C(Cl)(Cl)Cl>CS(C)=O.ClCCl>[CH:2]([C:3]1[N:4]=[CH:5][C:6]([NH:9][C:10](=[O:16])[O:11][C:12]([CH3:15])([CH3:14])[CH3:13])=[N:7][CH:8]=1)=[O:23] |f:1.2.3|. Procedure: To a mixed solution of 0.17 g of tert-butyl (5-(bromomethyl)pyrazin-2-yl)carbamate in 4 mL of dimethyl sulfoxide and 2 mL of dichloromethane, 0.26 g of trimethylamine N-oxide dihydrate was added under cooling with ice, and the mixture was stirred for 2 hours. Thereto were added water and chloroform, the organic layer was separated, and washed with a saturated aqueous sodium hydrogen carbonate solution, water and a saturated aqueous sodium chloride solution. The organic layer was dried over anhyd... As a reaction SMILES: [CH3:49][S:50]([Cl:51])(=[O:52])=[O:53].[CH:40]([N:41]([CH2:42][CH3:43])[CH:44]([CH3:45])[CH3:46])([CH3:47])[CH3:48].[Cl:54][CH2:55][Cl:56].[F:1][CH:2]([c:3]1[n:4][c:5]2[c:6]([n:7]1-[c:8]1[n:9][c:10]([N:20]([CH2:21][CH2:22][CH2:23][N:24]([CH3:25])[CH3:26])[CH:27]3[CH2:28][NH:29][CH2:30][CH2:31][CH2:32]3)[n:11][c:12]([N:14]3[CH2:15][CH2:16][O:17][CH2:18][CH2:19]3)[n:13]1)[cH:33][cH:34][cH:35][c:36]2[O:37][CH3:38])[F:39]>>[F:1][CH:2]([c:3]1[n:4][c:5]2[c:6]([n:7]1-[c:8]1[n:9][c:10]([N:20]([CH2:21][CH2:22][CH2:23][N:24]([CH3:25])[CH3:26])[CH:27]3[CH2:28][N:29]([S:50]([CH3:49])(=[O:52])=[O:53])[CH2:30][CH2:31][CH2:32]3)[n:11][c:12]([N:14]3[CH2:15][CH2:16][O:17][CH2:18][CH2:19]3)[n:13]1)[cH:33][cH:34][cH:35][c:36]2[O:37][CH3:38])[F:39]. The product is COc1cccc2c1nc(C(F)F)n2-c1nc(N2CCOCC2)nc(N(CCCN(C)C)C2CCCN(S(C)(=O)=O)C2)n1. The reactants are CS(=O)(=O)Cl, CCN(C(C)C)C(C)C, ClCCl, COc1cccc2c1nc(C(F)F)n2-c1nc(N2CCOCC2)nc(N(CCCN(C)C)C2CCCNC2)n1. Product: NC1=CC=C(C=C1)N1CCC(CC1)C(=O)OCC (Ethyl 1-(4-aminophenyl)piperidine-4-carboxylate). The reactants are [N+](=O)([O-])C1=CC=C(C=C1)N1CCC(CC1)C(=O)OCC (Ethyl 1-(4-nitrophenyl)piperidine-4-carboxylate), [NH4+].[Cl-] (NH4Cl), CCOC(=O)C (EtOAc). Procedure details: To a solution of compound 54a (15 g, 51 mmol) in MeOH (100 mL) was added saturated NH4Cl solution (100 mL) followed by Fe(s) (9.1 g, 160 mmol). The resulting mixture was stirred for 5 h at 80° C. and then 200 mL of EtOAc was added. The organic layer was washed with brine, dried over Na2SO4, filtered, and concentrated under reduced pressure. The residue obtained was purified by flash column chromatography on silica gel (EtOAc/petroleum ether (1:5 v/v)) to obtain compound 54b as a black solid. Mas... The reagents and catalysts are [Fe] (Fe). Conditions: temperature 80 celsius, time 5 hour. RXN SMILES: [N+:1]([C:4]1[CH:9]=[CH:8][C:7]([N:10]2[CH2:15][CH2:14][CH:13]([C:16]([O:18][CH2:19][CH3:20])=[O:17])[CH2:12][CH2:11]2)=[CH:6][CH:5]=1)([O-])=O.[NH4+].[Cl-].CCOC(C)=O>CO.[Fe]>[NH2:1][C:4]1[CH:9]=[CH:8][C:7]([N:10]2[CH2:11][CH2:12][CH:13]([C:16]([O:18][CH2:19][CH3:20])=[O:17])[CH2:14][CH2:15]2)=[CH:6][CH:5]=1 |f:1.2|. Run in CO (MeOH).